From a dataset of the Open Reaction Database (ORD), a public repository of structured organic reaction records. describe an organic reaction: reactants, conditions, products, and yield Starting materials: CCO, Cc1cc2nncn2nc1-c1cccc([N+](=O)[O-])c1, [H][H], O=[Pt]. Yields the product Cc1cc2nncn2nc1-c1cccc(N)c1. Reaction SMILES: [CH2:24]([OH:25])[CH3:26].[CH3:1][c:2]1[cH:3][c:4]2[n:5]([n:6][c:7]1-[c:8]1[cH:9][c:10]([N+:14]([O-:15])=[O:16])[cH:11][cH:12][cH:13]1)[cH:17][n:18][n:19]2.[H:20][H:21].[Pt:22]=[O:23]>>[CH3:1][c:2]1[cH:3][c:4]2[n:5]([n:6][c:7]1-[c:8]1[cH:9][c:10]([NH2:14])[cH:11][cH:12][cH:13]1)[cH:17][n:18][n:19]2.